This data is from the Open Reaction Database (ORD), a public repository of structured organic reaction records. The task is: describe an organic reaction: reactants, conditions, products, and yield The reactants are Cc1cc(Cl)c(N2CCN(C(=O)c3ccc(Br)cc3S(C)(=O)=O)CC2)cc1F, O=C([O-])[O-], CNCCNC, Cc1ccccc1, [Cu]I, [K+], [K+], O=C1NCCO1, O. The product is Cc1cc(Cl)c(N2CCN(C(=O)c3ccc(N4CCOC4=O)cc3S(C)(=O)=O)CC2)cc1F. Reaction SMILES: [Br:1][c:2]1[cH:3][c:4]([S:25](=[O:26])(=[O:27])[CH3:28])[c:5]([C:8](=[O:9])[N:10]2[CH2:11][CH2:12][N:13]([c:16]3[c:17]([Cl:24])[cH:18][c:19]([CH3:23])[c:20]([F:22])[cH:21]3)[CH2:14][CH2:15]2)[cH:6][cH:7]1.[C:35](=[O:36])([O-:37])[O-:38].[CH3:41][NH:42][CH2:43][CH2:44][NH:45][CH3:46].[CH3:50][c:51]1[cH:52][cH:53][cH:54][cH:55][cH:56]1.[Cu:47][I:48].[K+:39].[K+:40].[O:29]1[C:30](=[O:34])[NH:31][CH2:32][CH2:33]1.[OH2:49]>>[c:2]1([N:31]2[C:30](=[O:34])[O:29][CH2:33][CH2:32]2)[cH:3][c:4]([S:25](=[O:26])(=[O:27])[CH3:28])[c:5]([C:8](=[O:9])[N:10]2[CH2:11][CH2:12][N:13]([c:16]3[c:17]([Cl:24])[cH:18][c:19]([CH3:23])[c:20]([F:22])[cH:21]3)[CH2:14][CH2:15]2)[cH:6][cH:7]1. Reactants: O (water), BrC=1C=C(SC1Br)C(=O)Cl (4,5-dibromo-thiophene-2-carbonyl chloride), C(C)(C)(C)N (tert-butyl-amine). The solvent is C1(=CC=CC=C1)C (toluene), C1(=CC=CC=C1)C (toluene). Run at temperature 50 celsius, time 1 hour. The product is C(C)(C)(C)NC(=O)C=1SC(=C(C1)Br)Br (4,5-dibromo-thiophene-2-carboxylic acid t-butyl-amide). The yield is 41.4%. RXN SMILES: [Br:1][C:2]1[CH:3]=[C:4]([C:8](Cl)=[O:9])[S:5][C:6]=1[Br:7].[C:11]([NH2:15])([CH3:14])([CH3:13])[CH3:12].O>C1(C)C=CC=CC=1>[C:11]([NH:15][C:8]([C:4]1[S:5][C:6]([Br:7])=[C:2]([Br:1])[CH:3]=1)=[O:9])([CH3:14])([CH3:13])[CH3:12]. Procedure: 10 g (0.034 mol) of 4,5-dibromo-thiophene-2-carbonyl chloride in 100 ml of toluene are treated dropwise at room temperature with 5.0 g (0.068 mol) of tert-butyl-amine in 20 ml of toluene. The reaction mixture is then stirred at 50° C. for one hour, cooled to room temperature and treated with water. The organic phase is separated off, rewashed with water and concentrated under reduced pressure. After treating the residue with hexane, the crystalline residue which is deposited is filtered off and ... The reactants are [N+](=O)([O-])C1=C(C=CC=C1)S(=O)(=O)Cl (2-Nitrobenzenesulfonyl chloride), ice, N1CCCC1 (pyrrolidine). The solvent is C(Cl)Cl (methylene chloride), C(Cl)Cl (methylene chloride). Reaction conditions: time 2 hour. Product: [N+](=O)([O-])C1=C(C=CC=C1)S(=O)(=O)N1CCCC1 (1-(2-Nitro-benzenesulfonyl)-pyrrolidine). The yield is 99.9%. Reaction SMILES: [N+:1]([C:4]1[CH:9]=[CH:8][CH:7]=[CH:6][C:5]=1[S:10](Cl)(=[O:12])=[O:11])([O-:3])=[O:2].[NH:14]1[CH2:18][CH2:17][CH2:16][CH2:15]1>C(Cl)Cl>[N+:1]([C:4]1[CH:9]=[CH:8][CH:7]=[CH:6][C:5]=1[S:10]([N:14]1[CH2:18][CH2:17][CH2:16][CH2:15]1)(=[O:12])=[O:11])([O-:3])=[O:2]. Procedure: 2-Nitrobenzenesulfonyl chloride (4.43 g, 20 mmol) in methylene chloride (20 mL) was added dropwise to the ice-cooled solution of pyrrolidine (8.4 mL, 100 mmol) in methylene chloride (100 mL). The reaction mixture was stirred at room temperature for 2 hours and washed with 3N HCl (2×60 mL) and brine (60 mL). The organic layer was dried (Na2SO4) and concentrated to yield the intermediate nitrobenzene derivative (5.12 g, 100%). 1H NMR (400 MHz, CDCl3) δ: 8.00 (d, 1H), 7.70 (m, 2H), 7.60 (d, 1H), 3....